Dataset: the Open Reaction Database (ORD), a public repository of structured organic reaction records. Task: describe an organic reaction: reactants, conditions, products, and yield Reactants: C1(CCCC1)OC=1C=C(C=CC1OC)C1CC(NC1)=O (4-(3-cyclopentyloxy-4-methoxy-phenyl)-pyrrolidin-2-one), BrC1=CC(=CC=C1)SC (1-bromo-3-methylsulfanylbenzene), [O-]P(=O)([O-])[O-].[K+].[K+].[K+] (K3PO4), [C@@H]1([C@@H](CCCC1)N)N (1,2-trans-cyclohexanediamine). The reagents and catalysts are [Cu]I (CuI). Solvent: CCOC(=O)C (EtOAc), O1CCOCC1 (dioxane), CN(C)C=O (DMF). Conditions: temperature 110 celsius. The product is C1(CCCC1)OC=1C=C(C=CC1OC)C1CC(N(C1)C1=CC=C(C=C1)SC)=O (4-(3-cyclopentyloxy-4-methoxyphenyl)-1-(4-methylsulfanylphenyl)-pyrrolidin-2-one). Isolated yield 70.9%. As a reaction SMILES: [CH:1]1([O:6][C:7]2[CH:8]=[C:9]([CH:15]3[CH2:19][NH:18][C:17](=[O:20])[CH2:16]3)[CH:10]=[CH:11][C:12]=2[O:13][CH3:14])[CH2:5][CH2:4][CH2:3][CH2:2]1.Br[C:22]1[CH:27]=[CH:26][CH:25]=[C:24]([S:28][CH3:29])[CH:23]=1.[O-]P([O-])([O-])=O.[K+].[K+].[K+].[C@@H]1(N)CCCC[C@H]1N>CCOC(C)=O.[Cu]I.O1CCOCC1.CN(C=O)C>[CH:1]1([O:6][C:7]2[CH:8]=[C:9]([CH:15]3[CH2:19][N:18]([C:27]4[CH:26]=[CH:25][C:24]([S:28][CH3:29])=[CH:23][CH:22]=4)[C:17](=[O:20])[CH2:16]3)[CH:10]=[CH:11][C:12]=2[O:13][CH3:14])[CH2:2][CH2:3][CH2:4][CH2:5]1 |f:2.3.4.5|. Reported procedure: A mixture of 4-(3-cyclopentyloxy-4-methoxy-phenyl)-pyrrolidin-2-one (276 mg, 1 mmol), 1-bromo-3-methylsulfanylbenzene (1.4 mmol), K3PO4 (1.5 mmol), DMF (3 mL), dioxane (3 mL) and 1,2-trans-cyclohexanediamine (25 μL) was stirred under N2 for 5 min before CuI (35 mg) was added. The reaction mixture was heated at 110° C. for 20 h under N2 with stirring, then cooled down to r.t. The mixture was diluted with EtOAc, washed with saturated NH4Cl (3×10 mL) and dried over Na2SO4. Concentration and chromat... Reactants: CSC(=NC#N)NC1CCCc2ccccc21, CCN, CCO. Product: CCNC(=NC#N)NC1CCCc2ccccc21. As a reaction SMILES: [C:1](#[N:2])[N:3]=[C:4]([NH:5][CH:6]1[CH2:7][CH2:8][CH2:9][c:10]2[cH:11][cH:12][cH:13][cH:14][c:15]21)[S:16][CH3:17].[CH3:18][CH2:19][NH2:20].[CH3:21][CH2:22][OH:23]>>[C:1](#[N:2])[N:3]=[C:4]([NH:5][CH:6]1[CH2:7][CH2:8][CH2:9][c:10]2[cH:11][cH:12][cH:13][cH:14][c:15]21)[NH:20][CH2:19][CH3:18]. Starting materials: ClC1=NC(=CC(=C1)I)C(F)(F)F (2-Chloro-4-iodo-6-(trifluoromethyl)pyridine), ( 18 ), [Cu](C#N)C#N (copper cyanide). Solvent: O (water), CCOC(=O)C (EtOAc), CN1C(CCC1)=O (N-methylpyrrolidinone). Conditions: temperature 120 celsius. Yields the product ClC=1C=C(C#N)C=C(N1)C(F)(F)F (2-Chloro-6-(trifluoromethyl)isonicotinonitrile). As a reaction SMILES: [Cl:1][C:2]1[CH:7]=[C:6](I)[CH:5]=[C:4]([C:9]([F:12])([F:11])[F:10])[N:3]=1.[Cu](C#N)[C:14]#[N:15]>CN1CCCC1=O.O.CCOC(C)=O>[Cl:1][C:2]1[CH:7]=[C:6]([CH:5]=[C:4]([C:9]([F:12])([F:11])[F:10])[N:3]=1)[C:14]#[N:15]. Procedure details: 2-Chloro-4-iodo-6-(trifluoromethyl)pyridine (0.50 g, 1.5 mmol, prepared according to the method described in European Journal of Organic Chemistry, (18) 3793-3798; 2004) and copper cyanide (0.52 g, 5.8 mmol) were mixed in N-methylpyrrolidinone (2 mL). The reaction vial was sealed and heated in the microwave to 120° C. for 10 minutes. The mixture was diluted with water and EtOAc and was filtered. The organic layer was washed with water (3×), followed by brine, dried over sodium sulfate and concen... Starting materials: OCCCO, CN(C)C=O, CC(C)OC(=O)N=NC(=O)OC(C)C, CNC(=O)c1ccc(O)cn1, c1ccc(P(c2ccccc2)c2ccccc2)cc1. Yields the product CNC(=O)c1ccc(OCCCO)cn1. Reaction SMILES: [CH2:12]([CH2:13][CH2:14][OH:15])[OH:16].[CH3:36][N:37]([CH3:38])[CH:39]=[O:40].[O:41]=[C:42]([O:43][CH:44]([CH3:45])[CH3:46])[N:47]=[N:48][C:49]([O:50][CH:51]([CH3:52])[CH3:53])=[O:54].[OH:1][c:2]1[cH:3][cH:4][c:5]([C:8](=[O:9])[NH:10][CH3:11])[n:6][cH:7]1.[c:17]1([P:18]([c:19]2[cH:20][cH:21][cH:22][cH:23][cH:24]2)[c:25]2[cH:26][cH:27][cH:28][cH:29][cH:30]2)[cH:31][cH:32][cH:33][cH:34][cH:35]1>>[O:1]([c:2]1[cH:3][cH:4][c:5]([C:8](=[O:9])[NH:10][CH3:11])[n:6][cH:7]1)[CH2:12][CH2:13][CH2:14][OH:15].